This data is from the Open Reaction Database (ORD), a public repository of structured organic reaction records. The task is: describe an organic reaction: reactants, conditions, products, and yield Yields the product CS(=O)(=O)C1=CC=C(C=C1)C1=CC=C(C=C1)C=1OC(=C(N1)CCN1[C@H](CCC1)COC)C (2-(4′-Methanesulfonyl-biphenyl-4-yl)-4-[2-(R)-(+)-(2-methoxymethyl-pyrrolidin-1-yl)-ethyl]-5-methyl-oxazole). Starting materials: BrC1=CC=C(C=C1)C=1OC(=C(N1)CCN1[C@H](CCC1)COC)C (2-(4-Bromo-phenyl)-4-[2-(R)-(+)-(2-methoxymethyl-pyrrolidin-1-yl)-ethyl]-5-methyl-oxazole), CS(=O)(=O)C1=CC=C(C=C1)B(O)O (4-methylsulfonylphenylboronic acid). Reported procedure: Starting with 2-(4-Bromo-phenyl)-4-[2-(R)-(+)-(2-methoxymethyl-pyrrolidin-1-yl)-ethyl]-5-methyl-oxazole (See Example 31) and 4-methylsulfonylphenylboronic acid, follow a procedure significantly analogous to that found in Example 22 to give the titled compound. MS (m/e): 455.2 (M+1) As a reaction SMILES: Br[C:2]1[CH:7]=[CH:6][C:5]([C:8]2[O:9][C:10]([CH3:23])=[C:11]([CH2:13][CH2:14][N:15]3[CH2:19][CH2:18][CH2:17][C@@H:16]3[CH2:20][O:21][CH3:22])[N:12]=2)=[CH:4][CH:3]=1.[CH3:24][S:25]([C:28]1[CH:33]=[CH:32][C:31](B(O)O)=[CH:30][CH:29]=1)(=[O:27])=[O:26]>>[CH3:24][S:25]([C:28]1[CH:33]=[CH:32][C:31]([C:2]2[CH:7]=[CH:6][C:5]([C:8]3[O:9][C:10]([CH3:23])=[C:11]([CH2:13][CH2:14][N:15]4[CH2:19][CH2:18][CH2:17][C@@H:16]4[CH2:20][O:21][CH3:22])[N:12]=3)=[CH:4][CH:3]=2)=[CH:30][CH:29]=1)(=[O:27])=[O:26]. Reactants: C1(=CC=CC=C1)/C=C/C=1OC=C(N1)COC1=CC=C(C=C1)CCCO (3-[4-[2-[(E)-2-phenylethenyl]-4-oxazolylmethoxy]phenyl]propanol), CS(=O)(=O)Cl (methanesulfonyl chloride). Yields the product CS(=O)(=O)OCCCC1=CC=C(C=C1)OCC=1N=C(OC1)\C=C\C1=CC=CC=C1 (3-[4-[2-[(E)-2-phenylethenyl]-4-oxazolylmethoxy]phenyl]propyl methanesulfonate). Isolated yield 92.0%. As a reaction SMILES: [C:1]1(/[CH:7]=[CH:8]/[C:9]2[O:10][CH:11]=[C:12]([CH2:14][O:15][C:16]3[CH:21]=[CH:20][C:19]([CH2:22][CH2:23][CH2:24][OH:25])=[CH:18][CH:17]=3)[N:13]=2)[CH:6]=[CH:5][CH:4]=[CH:3][CH:2]=1.[CH3:26][S:27](Cl)(=[O:29])=[O:28]>>[CH3:26][S:27]([O:25][CH2:24][CH2:23][CH2:22][C:19]1[CH:18]=[CH:17][C:16]([O:15][CH2:14][C:12]2[N:13]=[C:9](/[CH:8]=[CH:7]/[C:1]3[CH:2]=[CH:3][CH:4]=[CH:5][CH:6]=3)[O:10][CH:11]=2)=[CH:21][CH:20]=1)(=[O:29])=[O:28]. Reported procedure: In substantially the same manner as in Reference Example 12, 3-[4-[2-[(E)-2-phenylethenyl]-4-oxazolylmethoxy]phenyl]propanol was allowed to react with methanesulfonyl chloride to give 3-[4-[2-[(E)-2-phenylethenyl]-4-oxazolylmethoxy]phenyl]propyl methanesulfonate. The yield was 92%. Recrystallization from ethyl acetate-hexane gave colorless prisms, mp 111-112° C. The reactants are C(CCC)N1C[C@H]([C@@H](CC1)C1=CC=C(C=C1)N(C)C)CO ((±)-trans-1-butyl-3-hydroxymethyl-4-(4-dimethylaminophenyl)piperidine), C1(=C(C(=C(C(=C1F)F)F)N)F)N.Cl.Cl (dihydrochloride), Cl (hydrochloric acid), FC1=CC=C(C=C1)C(F)(F)F (4-fluorobenzotrifluoride), CC(C)([O-])C.[K+] (potassium tert-butoxide). The solvent is CC(=O)C (acetone), CN(C=O)C (dimethyl formamide). Yields the product Cl.Cl.C(CCC)N1C[C@H]([C@@H](CC1)C1=CC=C(C=C1)N(C)C)COC1=CC=C(C=C1)C(F)(F)F ((±)-trans-1-butyl-4- (4-dimethylaminophenyl)-3-(4-trifluoromethylphenoxymethyl)piperidine dihydrochloride). Reaction SMILES: [CH2:1]([N:5]1[CH2:10][CH2:9][C@@H:8]([C:11]2[CH:16]=[CH:15][C:14]([N:17]([CH3:19])[CH3:18])=[CH:13][CH:12]=2)[C@H:7]([CH2:20][OH:21])[CH2:6]1)[CH2:2][CH2:3][CH3:4].F[C:23]1[CH:28]=[CH:27][C:26]([C:29]([F:32])([F:31])[F:30])=[CH:25][CH:24]=1.CC(C)([O-])C.[K+].C1(N)C(F)=C(F)C(F)=C(N)C=1F.[ClH:51].Cl.Cl>CN(C)C=O.CC(C)=O>[ClH:51].[ClH:51].[CH2:1]([N:5]1[CH2:10][CH2:9][C@@H:8]([C:11]2[CH:12]=[CH:13][C:14]([N:17]([CH3:18])[CH3:19])=[CH:15][CH:16]=2)[C@H:7]([CH2:20][O:21][C:23]2[CH:28]=[CH:27][C:26]([C:29]([F:32])([F:31])[F:30])=[CH:25][CH:24]=2)[CH2:6]1)[CH2:2][CH2:3][CH3:4] |f:2.3,4.5.6,10.11.12|. Procedure: The piperidine base was prepared as described above from (±)-trans-1-butyl-3-hydroxymethyl-4-(4-dimethylaminophenyl)piperidine and 4-fluorobenzotrifluoride in dimethyl formamide with potassium tert-butoxide. The dihydrochloride was precipitated from an acetone solution by addition of 2.2 equivalents of conc. hydrochloric acid. The filtrate was evaporated at reduced pressure and the residue redispensed in acetone giving in all about 90% of the dihydrochloride. M.p. 211°-215° C. The reactants are FC1=CC=C(C=C1)S(=O)(=O)C1=NC=C(C=C1)\C=C\C1=CC=C(C=C1)F (2-[(4-Fluorophenyl)sulfonyl]-5-[(E)-2-(4-fluorophenyl)vinyl]pyridine), C(C)(=O)O (acetic acid), [H][H] (hydrogen). The reagents and catalysts are [Pd] (palladium). Solvent: C(C)(=O)OCC (ethyl acetate). Run at time 10 day. The product is FC1=CC=C(C=C1)CCC=1C=CC(=NC1)S(=O)(=O)C1=CC=C(C=C1)F (5-[2-(4-fluorophenyl)ethyl]-2-[(4-fluorophenyl)sulfonyl]pyridine). The yield is 17.2%. Reaction SMILES: [F:1][C:2]1[CH:7]=[CH:6][C:5]([S:8]([C:11]2[CH:16]=[CH:15][C:14](/[CH:17]=[CH:18]/[C:19]3[CH:24]=[CH:23][C:22]([F:25])=[CH:21][CH:20]=3)=[CH:13][N:12]=2)(=[O:10])=[O:9])=[CH:4][CH:3]=1.C(O)(=O)C.[H][H]>C(OCC)(=O)C.[Pd]>[F:25][C:22]1[CH:21]=[CH:20][C:19]([CH2:18][CH2:17][C:14]2[CH:15]=[CH:16][C:11]([S:8]([C:5]3[CH:4]=[CH:3][C:2]([F:1])=[CH:7][CH:6]=3)(=[O:10])=[O:9])=[N:12][CH:13]=2)=[CH:24][CH:23]=1. Procedure: 2-[(4-Fluorophenyl)sulfonyl]-5-[(E)-2-(4-fluorophenyl)vinyl]pyridine (Example 37, 0.11 g, 0.308 mmol) and palladium (10% wt. on activated carbon, 32 mg) were suspended in ethyl acetate (5 mL) and acetic acid (5 mL) and shaken in a Parr apparatus at 50 psi hydrogen for 2 days. The catalyst was removed by filtration, fresh catalyst (80 mg) added and shaking at 50 psi hydrogen continued for 10 days. The catalyst was removed by filtration and the solvent removed in vacuo. The residue was partitioned...